Dataset: the Open Reaction Database (ORD), a public repository of structured organic reaction records. Task: describe an organic reaction: reactants, conditions, products, and yield Starting materials: C1(=CC=CC2=CC=CC=C12)O (1-Naphthol), N1CCCCC1 (piperidine), C(C=C)OC1=C(C=C(C=O)C=C1OC)Br (4-allyloxy-3-bromo-5-methoxy-benzaldehyde), C(#N)CC(=O)OCC (ethyl cyanoacetate). Run in C(C)O (ethanol), O (water). Reaction conditions: temperature 80 celsius. Yields the product C(C)OC(=O)C1=C(OC2=C3C(=CC=C2C1C1=CC(=C(C(=C1)OC)OCC=C)Br)C=CC=C3)N (4-(4-Allyloxy-3-bromo-5-methoxy-phenyl)-2-amino-4H-benzo[h]chromene-3-carboxylic acid ethyl ester). Reaction SMILES: [C:1]1([OH:11])[C:10]2[C:5](=[CH:6][CH:7]=[CH:8][CH:9]=2)[CH:4]=[CH:3][CH:2]=1.[CH2:12]([O:15][C:16]1[C:23]([O:24][CH3:25])=[CH:22][C:19]([CH:20]=O)=[CH:18][C:17]=1[Br:26])[CH:13]=[CH2:14].[C:27]([CH2:29][C:30]([O:32][CH2:33][CH3:34])=[O:31])#[N:28].N1CCCCC1>C(O)C.O>[CH2:33]([O:32][C:30]([C:29]1[CH:20]([C:19]2[CH:22]=[C:23]([O:24][CH3:25])[C:16]([O:15][CH2:12][CH:13]=[CH2:14])=[C:17]([Br:26])[CH:18]=2)[C:2]2[C:1](=[C:10]3[CH:9]=[CH:8][CH:7]=[CH:6][C:5]3=[CH:4][CH:3]=2)[O:11][C:27]=1[NH2:28])=[O:31])[CH3:34]. Procedure: 1-Naphthol (170 mg, 1.2 mmol), 4-allyloxy-3-bromo-5-methoxy-benzaldehyde (271 mg, 1 mmol) and ethyl cyanoacetate (113 mg, 1 mmol) were taken in 7 ml ethanol at room temperature, charged with piperidine (50 μL) and then stirred at 80° C. under LC-MS control till the reaction was complete. The reaction mixture was cooled down to room temperature, diluted with 10 ml water, stirred for 2 h at room temperature, solids were collected by filtration, washed with 1:1 mixture of ethanol/water and dried (2... Starting materials: C(C1=CC=CC=C1)OC(=O)N1[C@H](CCC1)CC1=CNC2=CC=C(C=C12)Br (3-(1-benzyloxycarbonylpyrrolidin-2(R)-ylmethyl)-5-bromo-1H-indole), C(C)S (ethane thiol), C([O-])([O-])=O.[Na+].[Na+] (sodium carbonate), B(F)(F)F (boron-trifluoride). The solvent is ClCCl (dichioromethane). Product: N (ammonia), BrC=1C=C2C(=CNC2=CC1)C[C@@H]1NCCC1 (5-Bromo-3-(pyrrolidin-2(R)-ylmethyl)-1H-indole). Isolated yield 124.3%. As a reaction SMILES: C(OC([N:11]1[CH2:15][CH2:14][CH2:13][C@@H:12]1[CH2:16][C:17]1[C:25]2[C:20](=[CH:21][CH:22]=[C:23]([Br:26])[CH:24]=2)[NH:19][CH:18]=1)=O)C1C=CC=CC=1.B(F)(F)F.C(S)C.C(=O)([O-])[O-].[Na+].[Na+]>ClCCl>[NH3:11].[Br:26][C:23]1[CH:24]=[C:25]2[C:20](=[CH:21][CH:22]=1)[NH:19][CH:18]=[C:17]2[CH2:16][C@H:12]1[CH2:13][CH2:14][CH2:15][NH:11]1 |f:3.4.5|. Procedure details: 3-(1-Benzyloxycarbonylpyrrolidin-2(R)-ylmethyl)-5-bromo-1H-indole (see Preparation 35B) (5.00 g, 12.10 mmol) was dissolved in dichioromethane and the resulting solution was added dropwise to a stirred mixture of boron-trifluoride.etherate (17.15 g, 14.9 ml, 12.1 mmol) and ethane thiol (21.4 g, 25.5 ml, 344 mmol) at room temperature under nitrogen. After 68 hours the reaction mixture was added by pipette to a 10% aqueous sodium carbonate solution (500 ml) and extracted with ethyl acetate (3×400 m... The reactants are FC1=C(CN2C=CC3=CC(=CC=C23)C(=O)OC)C=CC(=C1)F (methyl 1-(2,4-difluorobenzyl)-1H-indole-5-carboxylate), [OH-].[Na+] (NaOH). Run in CO (methanol). Conditions: temperature 40 celsius, time 2 hour. Yields the product FC1=C(CN2C=CC3=CC(=CC=C23)C(=O)O)C=CC(=C1)F (1-(2,4-Difluorobenzyl)-1H-indole-5-carboxylic acid). Yield: 94.2%. As a reaction SMILES: [F:1][C:2]1[CH:21]=[C:20]([F:22])[CH:19]=[CH:18][C:3]=1[CH2:4][N:5]1[C:13]2[C:8](=[CH:9][C:10]([C:14]([O:16]C)=[O:15])=[CH:11][CH:12]=2)[CH:7]=[CH:6]1.[OH-].[Na+]>CO>[F:1][C:2]1[CH:21]=[C:20]([F:22])[CH:19]=[CH:18][C:3]=1[CH2:4][N:5]1[C:13]2[C:8](=[CH:9][C:10]([C:14]([OH:16])=[O:15])=[CH:11][CH:12]=2)[CH:7]=[CH:6]1 |f:1.2|. Reported procedure: To a solution of methyl 1-(2,4-difluorobenzyl)-1H-indole-5-carboxylate (3.14 g, 10.4 mmol, 1 equiv) in methanol (50 mL) was added a 5 N NaOH solution (50 mL, 104 mmol, 10 equiv). The reaction mixture was stirred 2 h at 40° C. The mixture was then acidified and extracted with DCM. After concentration in vacuo, the title compound was precipitated in Et2O to afford a white powder (2.82 g, 9.8 mmol, 96%). ESI-MS (m/z): 288 [M+H]+. Starting materials: CC(C)O, CCN(C(C)C)C(C)C, O=[N+]([O-])c1ccc(Oc2cc(Cl)ncn2)cc1, O=[N+]([O-])c1ccc(O)cc1. The product is O=[N+]([O-])c1ccc(Oc2cc(Nc3ccc(O)cc3)ncn2)cc1. As a reaction SMILES: [CH3:37][CH:38]([OH:39])[CH3:40].[CH:28]([N:29]([CH:30]([CH3:31])[CH3:32])[CH2:33][CH3:34])([CH3:35])[CH3:36].[Cl:1][c:2]1[n:3][cH:4][n:5][c:6]([O:8][c:9]2[cH:10][cH:11][c:12]([N+:15](=[O:16])[O-:17])[cH:13][cH:14]2)[cH:7]1.[OH:18][c:19]1[cH:20][cH:21][c:22]([N+:25](=[O:26])[O-:27])[cH:23][cH:24]1>>[c:2]1([NH:25][c:22]2[cH:21][cH:20][c:19]([OH:18])[cH:24][cH:23]2)[n:3][cH:4][n:5][c:6]([O:8][c:9]2[cH:10][cH:11][c:12]([N+:15](=[O:16])[O-:17])[cH:13][cH:14]2)[cH:7]1. Starting materials: C[O-].[Na+].CO (sodium methoxide methanol), C(C1=CC=CC=C1)(C1=CC=CC=C1)(C1=CC=CC=C1)S (trityl mercaptan), ClCCN1C=NC2=C1C=CC=C2 (1-(2-chloroethyl)benzimidazole). Run in C(C)O (ethanol). Product: C(C1=CC=CC=C1)(C1=CC=CC=C1)(C1=CC=CC=C1)SCCN1C=NC2=C1C=CC=C2 (1-(2-tritylthioethyl)benzimidazole). The yield is 38.0%. RXN SMILES: [C:1]([SH:20])([C:14]1[CH:19]=[CH:18][CH:17]=[CH:16][CH:15]=1)([C:8]1[CH:13]=[CH:12][CH:11]=[CH:10][CH:9]=1)[C:2]1[CH:7]=[CH:6][CH:5]=[CH:4][CH:3]=1.C[O-].[Na+].CO.Cl[CH2:27][CH2:28][N:29]1[C:33]2[CH:34]=[CH:35][CH:36]=[CH:37][C:32]=2[N:31]=[CH:30]1>C(O)C>[C:1]([S:20][CH2:27][CH2:28][N:29]1[C:33]2[CH:34]=[CH:35][CH:36]=[CH:37][C:32]=2[N:31]=[CH:30]1)([C:8]1[CH:13]=[CH:12][CH:11]=[CH:10][CH:9]=1)([C:14]1[CH:15]=[CH:16][CH:17]=[CH:18][CH:19]=1)[C:2]1[CH:3]=[CH:4][CH:5]=[CH:6][CH:7]=1 |f:1.2.3|. Procedure details: To a solution of trityl mercaptan (9.7 g, 35 mmol) in ethanol (90 ml) was added, at 0° C., a sodium methoxide-methanol solution (28%) (7.1 ml). To the reaction mixture was added 1-(2-chloroethyl)benzimidazole (6.32 g, 35 mmol), which was heated for 2 hours under reflux. Insoluble substances were filtered off, and the filtrate was concentrated under reduced pressure. The concentrate was subjected to a silica gel column chromatography (3.0×40 cm: ethyl acetate:hexane=1:1→2:1) to give 1-(2-tritylth... The reactants are C1CC(N2CC=3C=CC=CC3C(C21)=O)=O (1,2,3,5,10,10a-hexahydropyrrolo[1,2-b]isoquinolin-3,10-dione), [H-].[H-].[H-].[H-].[Li+].[Al+3] (LAH). Solvent: C1CCOC1 (THF), C1CCOC1 (THF). Yields the product C1CCN2CC=3C=CC=CC3[C@H]([C@@H]21)O (cis-1,2,3,5,10,10a-hexahydropyrrolo[1,2-b]isoquinolin-10-ol). RXN SMILES: [CH2:1]1[CH:13]2[N:4]([CH2:5][C:6]3[CH:7]=[CH:8][CH:9]=[CH:10][C:11]=3[C:12]2=[O:14])[C:3](=O)[CH2:2]1.[H-].[H-].[H-].[H-].[Li+].[Al+3]>C1COCC1>[CH2:1]1[C@@H:13]2[N:4]([CH2:5][C:6]3[CH:7]=[CH:8][CH:9]=[CH:10][C:11]=3[C@H:12]2[OH:14])[CH2:3][CH2:2]1 |f:1.2.3.4.5.6|. Procedure details: A solution of 1,2,3,5,10,10a-hexahydropyrrolo[1,2-b]isoquinolin-3,10-dione in THF (20 mL) was added to a suspension of LAH (7.95 mmol, 302 mg) in THF (10 mL). The mixture was refluxed for 16 hours and then quenched by the addition of H2O (0.3 ML), NaOH (15%, 0.3 mL) and additional H2O (0.9 mL). The precipitate was filtered and the filtrate was concentrated in vacuo. The residue was chromatographed on silica gel eluting with CH2Cl2/MeOH/NH4OH (150/8/1) to give cis-1,2,3,5,10,10a-hexahydropyrrolo[...